Task: describe an organic reaction: reactants, conditions, products, and yield. Dataset: the Open Reaction Database (ORD), a public repository of structured organic reaction records Starting materials: C(C1=CC=CC=C1)OC1=C(N=C2N(C1=O)CCN2C)C(=O)O (6-(benzyloxy)-1-methyl-5-oxo-1,2,3,5-tetrahydroimidazo[1,2-a]pyrimidine-7-carboxylic acid), FC(C(=O)O)(F)F.NCC1=C(C(=O)NC)C=C(C=C1)F (2-(aminomethyl)-5-fluoro-N-methylbenzamide trifluoroacetate salt), intermediate 3. The product is FC1=CC(=C(CNC(=O)C=2N=C3N(C(C2OCC2=CC=CC=C2)=O)CCN3C)C=C1)C(NC)=O (N-(4-Fluoro-2-(methylcarbamoyl)benzyl)-6-(benzyloxy)-1-methyl-5-oxo-1,2,3,5-tetrahydroimidazo[1,2-a]pyrimidine-7-carboxamide). Isolated yield 54.4%. Reaction SMILES: [CH2:1]([O:8][C:9]1[C:14](=[O:15])[N:13]2[CH2:16][CH2:17][N:18]([CH3:19])[C:12]2=[N:11][C:10]=1[C:20](O)=[O:21])[C:2]1[CH:7]=[CH:6][CH:5]=[CH:4][CH:3]=1.FC(F)(F)C(O)=O.[NH2:30][CH2:31][C:32]1[CH:41]=[CH:40][C:39]([F:42])=[CH:38][C:33]=1[C:34]([NH:36][CH3:37])=[O:35]>>[F:42][C:39]1[CH:40]=[CH:41][C:32]([CH2:31][NH:30][C:20]([C:10]2[N:11]=[C:12]3[N:18]([CH3:19])[CH2:17][CH2:16][N:13]3[C:14](=[O:15])[C:9]=2[O:8][CH2:1][C:2]2[CH:7]=[CH:6][CH:5]=[CH:4][CH:3]=2)=[O:21])=[C:33]([C:34](=[O:35])[NH:36][CH3:37])[CH:38]=1 |f:1.2|. Procedure: Coupling of 6-(benzyloxy)-1-methyl-5-oxo-1,2,3,5-tetrahydroimidazo[1,2-a]pyrimidine-7-carboxylic acid (0.300 g, 1.0 mmol) and 2-(aminomethyl)-5-fluoro-N-methylbenzamide trifluoroacetate salt (0.295 g, 1.0 mmol) as described for the synthesis of intermediate 3 gave 0.253 g (54% yield) of the title amide as white crystals; mp 184° C. (ethyl acetate-hexane). 1HNMR 400 MHz (DMSO-d6) δ (ppm): 2.78 (3H, d, J=4.5 Hz, NCH3), 2.91 (3H, s, NCH3), 3.66 (2H, t, J=8.9 Hz, CH2), 4.02 (2H, t, J=8.9 Hz, CH2), 4...